Task: describe an organic reaction: reactants, conditions, products, and yield. Dataset: the Open Reaction Database (ORD), a public repository of structured organic reaction records Starting materials: C(C)OC(=S)[S-].[K+] (potassium ethoxymethanedithioate), Cl (hydrochloric acid), NC1=C(C(=O)O)C=CC(=C1)Cl (2-amino-4-chlorobenzoic acid), [OH-].[Na+] (sodium hydroxide), N(=O)[O-].[Na+] (sodium nitrite), Cl (hydrochloric acid), ice, diazonium salt. Solvent: O (water), O (water). Run at temperature 0 celsius, time 1 hour. Product: ClC1=CC(=C(C(=O)O)C=C1)S (4-chloro-2-sulfanylbenzoic acid). Isolated yield 63.7%. As a reaction SMILES: Cl.N[C:3]1[CH:11]=[C:10]([Cl:12])[CH:9]=[CH:8][C:4]=1[C:5]([OH:7])=[O:6].[OH-].[Na+].N([O-])=O.[Na+].C(OC([S-])=[S:23])C.[K+]>O>[Cl:12][C:10]1[CH:9]=[CH:8][C:4]([C:5]([OH:7])=[O:6])=[C:3]([SH:23])[CH:11]=1 |f:2.3,4.5,6.7|. Reported procedure: To a cooled mixture of concentrated hydrochloric acid (6 mL) and ice (10 g) was added slowly a solution of 2-amino-4-chlorobenzoic acid (4 g, 23.3 mmol), sodium hydroxide (0.94 g, 23.5 mmol) and sodium nitrite (1.6 g, 23.3 mmol) in water (30 mL) in an ice bath. The resulting mixture was stirred at 0° C. for 1 hour. A solution of potassium ethoxymethanedithioate (20.8 g, 65.2 mmol) in water (40 mL) in a beaker was heated to 65° C. The cold diazonium salt solution was added slowly to the above hot... Starting materials: C=CCCCC1CCC(C2CCC(CCC)CC2)CC1, C1CCOC1, B1C2CCCC1CCC2, [Na+], [OH-], OO. Yields the product CCCC1CCC(C2CCC(CCCCCO)CC2)CC1. RXN SMILES: [CH2:1]([CH2:2][CH2:3][CH:4]=[CH2:5])[CH:6]1[CH2:7][CH2:8][CH:9]([CH:12]2[CH2:13][CH2:14][CH:15]([CH2:18][CH2:19][CH3:20])[CH2:16][CH2:17]2)[CH2:10][CH2:11]1.[CH2:34]1[O:35][CH2:36][CH2:37][CH2:38]1.[CH:21]12[CH2:22][CH2:23][CH2:24][CH:25]([BH:26]1)[CH2:27][CH2:28][CH2:29]2.[Na+:33].[OH-:32].[OH:30][OH:31]>>[CH2:1]([CH2:2][CH2:3][CH2:4][CH2:5][OH:30])[CH:6]1[CH2:7][CH2:8][CH:9]([CH:12]2[CH2:13][CH2:14][CH:15]([CH2:18][CH2:19][CH3:20])[CH2:16][CH2:17]2)[CH2:10][CH2:11]1. Starting materials: O.O.Cl.NC(CC(=O)N[C@H]1C(N(C2=C(CC1)C=CC=C2)CC2=CC=C(C=C2)C2=C(C=CC=C2)C2=NN=NN2)=O)(C)C (3-amino-3-methyl-N-[2,3,4,5-tetrahydro-2-oxo-1-[[2'-(1H-tetrazol-5-yl)[1,1'-biphenyl]-4-yl]methyl]-1H-1-benzazepin-3(R)-yl]butanamide hydrochloride dihydrate), N1C(=NC=C1)C=O (2-imidazolecarboxaldehyde). Product: N1C(=NC=C1)CNC(CC(=O)N[C@H]1C(N(C2=C(CC1)C=CC=C2)CC2=CC=C(C=C2)C2=C(C=CC=C2)C2=NN=NN2)=O)(C)C (3-[(Imidazol-2-yl)methyl]amino-3-methyl-N-[2,3,4,5-tetrahydro-2-oxo-1-[[2'-(1H-tetrazol-5-yl)[1,1'-biphenyl]-4-yl]methyl]-1H-1-benzazepin-3(R)-yl]butanamide). RXN SMILES: O.O.Cl.[NH2:4][C:5]([CH3:41])([CH3:40])[CH2:6][C:7]([NH:9][C@@H:10]1[CH2:16][CH2:15][C:14]2[CH:17]=[CH:18][CH:19]=[CH:20][C:13]=2[N:12]([CH2:21][C:22]2[CH:27]=[CH:26][C:25]([C:28]3[CH:33]=[CH:32][CH:31]=[CH:30][C:29]=3[C:34]3[NH:38][N:37]=[N:36][N:35]=3)=[CH:24][CH:23]=2)[C:11]1=[O:39])=[O:8].[NH:42]1[CH:46]=[CH:45][N:44]=[C:43]1[CH:47]=O>>[NH:42]1[CH:46]=[CH:45][N:44]=[C:43]1[CH2:47][NH:4][C:5]([CH3:41])([CH3:40])[CH2:6][C:7]([NH:9][C@@H:10]1[CH2:16][CH2:15][C:14]2[CH:17]=[CH:18][CH:19]=[CH:20][C:13]=2[N:12]([CH2:21][C:22]2[CH:27]=[CH:26][C:25]([C:28]3[CH:33]=[CH:32][CH:31]=[CH:30][C:29]=3[C:34]3[NH:38][N:37]=[N:36][N:35]=3)=[CH:24][CH:23]=2)[C:11]1=[O:39])=[O:8] |f:0.1.2.3|. Procedure details: The title compound was prepared from 3-amino-3-methyl-N-[2,3,4,5-tetrahydro-2-oxo-1-[[2'-(1H-tetrazol-5-yl)[1,1'-biphenyl]-4-yl]methyl]-1H-1-benzazepin-3(R)-yl]butanamide hydrochloride dihydrate and 2-imidazolecarboxaldehyde by the procedure described in Example 1. Final purification carried was out by reverse phase HPLC on C18, eluting with methanol/0.1% aqueous trifluoroacetic acid using a linear gradient of 65% methanol to 80% methanol over ten minutes; retention time approximately 5.5 min. 1... The reactants are CC(C)CNCC(C)C, CC(=O)O, CCCCC=O, [Mg+2], O=S(=O)([O-])[O-], O. The product is CCCCCN(CC(C)C)CC(C)C. RXN SMILES: [CH2:18]([CH:19]([CH3:20])[CH3:21])[NH:22][CH2:23][CH:24]([CH3:25])[CH3:26].[CH3:14][C:15](=[O:16])[OH:17].[CH:7]([CH2:8][CH2:9][CH2:10][CH3:11])=[O:12].[Mg+2:1].[O-:2][S:3](=[O:4])(=[O:5])[O-:6].[OH2:13]>>[CH2:7]([CH2:8][CH2:9][CH2:10][CH3:11])[N:22]([CH2:18][CH:19]([CH3:20])[CH3:21])[CH2:23][CH:24]([CH3:25])[CH3:26]. The reactants are O1C(COC2=C3CCC(C3=CC=C2)=O)C1 (4-(2,3-epoxypropoxy)-1-oxoindane), ( i ), Cl.C1C(CCC2=CC=CC=C12)NCC(COC1=C2CCC(C2=CC=C1)=O)O (N-(1,2,3,4-tetrahydronaphth-2-yl)-2-hydroxy-3-(1-oxoindan-4-yloxy)propanamine hydrochloride). The solvent is C(C)O (ethanol). Yields the product NC1CC2=CC=CC=C2CC1 (2-aminotetralin). RXN SMILES: O1CC1COC1C=CC=C2C=1CCC2=O.Cl.[CH2:17]1[C:26]2[C:21](=[CH:22][CH:23]=[CH:24][CH:25]=2)[CH2:20][CH2:19][CH:18]1[NH:27]CC(O)COC1C=CC=C2C=1CCC2=O>C(O)C>[NH2:27][CH:18]1[CH2:19][CH2:20][C:21]2[C:26](=[CH:25][CH:24]=[CH:23][CH:22]=2)[CH2:17]1 |f:1.2|. Procedure details: Following the procedure of Example 27, but starting from 4-(2,3-epoxypropoxy)-1-oxoindane (18.8 g, see JP 49-048649) and 2-aminotetralin (14.81 g) in absolute ethanol (120 ml), N-(1,2,3,4-tetrahydronaphth-2-yl)-2-hydroxy-3-(1-oxoindan-4-yloxy)propanamine hydrochloride is obtained ((i): R=H, Ar=radical 35, and the chain is attached to position 2 of the tetralin moiety). Starting materials: C[C@@H]1CC[C@@]2([C@H]([C@H]3[C@@H](O2)C[C@@H]4[C@@]3(CC[C@H]5[C@H]4CCC6=CC(=O)CC[C@]56C)C)C)OC1 (Diosgenone). Reagents/catalysts: [Pd].[O-]S(=O)(=O)[O-].[Ba+2] (Pd BaSO4). The solvent is O1CCCC1 (tetrahydrofuran). Reaction conditions: time 6.5 hour. Product: C[C@@H]1CC[C@@]2([C@H]([C@H]3[C@@H](O2)C[C@@H]4[C@@]3(CC[C@H]5[C@H]4CC[C@H]6[C@@]5(CCC(=O)C6)C)C)C)OC1 (smilagenone). As a reaction SMILES: [CH3:1][C@H:2]1[CH2:30][O:29][C@@:5]2([O:9][C@H:8]3[CH2:10][C@H:11]4[C@@H:16]5[CH2:17][CH2:18][C:19]6[C@@:25]([CH3:26])([C@H:15]5[CH2:14][CH2:13][C@:12]4([CH3:27])[C@H:7]3[C@@H:6]2[CH3:28])[CH2:24][CH2:23][C:21](=[O:22])[CH:20]=6)[CH2:4][CH2:3]1>O1CCCC1.[Pd].[O-]S([O-])(=O)=O.[Ba+2]>[CH3:1][C@H:2]1[CH2:30][O:29][C@@:5]2([O:9][C@H:8]3[CH2:10][C@H:11]4[C@@H:16]5[CH2:17][CH2:18][C@@H:19]6[CH2:20][C:21](=[O:22])[CH2:23][CH2:24][C@:25]6([CH3:26])[C@H:15]5[CH2:14][CH2:13][C@:12]4([CH3:27])[C@H:7]3[C@@H:6]2[CH3:28])[CH2:4][CH2:3]1 |f:2.3.4|. Procedure: Diosgenone (500 g) was dissolved in tetrahydrofuran (THF) (2500 ml) at 40-45° C. and inerted with nitrogen. 5% Pd—BaSO4 (reduced) (100 g) was added; the flask was purged with hydrogen and stirred under an atmosphere of hydrogen for ca. 6.5 hours. The flask was cooled to ambient temperature and the catalyst removed by filtration through a pad of Celite (50 g). The solvent evaporated to yield crude smilagenone as a solid residue.